This data is from the Open Reaction Database (ORD), a public repository of structured organic reaction records. The task is: describe an organic reaction: reactants, conditions, products, and yield The reactants are O=C([O-])O, ClCCNCCCl, Clc1ccccc1Cl, Cl, CS(=O)(=O)c1ccc(F)c(N)c1, [Na+]. Yields the product CS(=O)(=O)c1ccc(F)c(N2CCNCC2)c1. Reaction SMILES: [C:21](=[O:22])([OH:23])[O-:24].[Cl:14][CH2:15][CH2:16][NH:17][CH2:18][CH2:19][Cl:20].[Cl:26][c:27]1[c:28]([Cl:29])[cH:30][cH:31][cH:32][cH:33]1.[ClH:13].[F:1][c:2]1[c:3]([NH2:12])[cH:4][c:5]([S:8](=[O:9])(=[O:10])[CH3:11])[cH:6][cH:7]1.[Na+:25]>>[F:1][c:2]1[c:3]([N:12]2[CH2:15][CH2:16][NH:17][CH2:18][CH2:19]2)[cH:4][c:5]([S:8](=[O:9])(=[O:10])[CH3:11])[cH:6][cH:7]1. Starting materials: [N+](=O)([O-])C=1C=C(C(=O)NC2=CC3=C(N(C=N3)C(CC(=O)OCC)C3=CC=CC=C3)C=C2)C=CC1 (ethyl 3-{5-[(3-nitrobenzoyl)amino]-1H-benzimidazol-1-yl}-3-phenylpropanoate), solution. The solvent is Cl (hydrochloric acid). Product: [N+](=O)([O-])C=1C=C(C(=O)NC2=CC3=C(N(C=N3)C(CC(=O)O)C3=CC=CC=C3)C=C2)C=CC1 (3-{5-[(3-Nitrobenzoyl)amino]-1H-benzimidazol-1-yl}-3-phenylpropanoic acid), Phase II. As a reaction SMILES: [N+:1]([C:4]1[CH:5]=[C:6]([CH:32]=[CH:33][CH:34]=1)[C:7]([NH:9][C:10]1[CH:31]=[CH:30][C:13]2[N:14]([CH:17]([C:24]3[CH:29]=[CH:28][CH:27]=[CH:26][CH:25]=3)[CH2:18][C:19]([O:21]CC)=[O:20])[CH:15]=[N:16][C:12]=2[CH:11]=1)=[O:8])([O-:3])=[O:2]>Cl>[N+:1]([C:4]1[CH:5]=[C:6]([CH:32]=[CH:33][CH:34]=1)[C:7]([NH:9][C:10]1[CH:31]=[CH:30][C:13]2[N:14]([CH:17]([C:24]3[CH:29]=[CH:28][CH:27]=[CH:26][CH:25]=3)[CH2:18][C:19]([OH:21])=[O:20])[CH:15]=[N:16][C:12]=2[CH:11]=1)=[O:8])([O-:3])=[O:2]. Procedure: A solution of ethyl 3-{5-[(3-nitrobenzoyl)amino]-1H-benzimidazol-1-yl}-3-phenylpropanoate (40 mg, 87 μmol) in hydrochloric acid (20 mL of a 5N solution) was stirred at room temperature for 110 hours. The solution was then evaporated in vacuo, and purified by RP-HPLC to give the title compound, [LCMS (Method A, Mobile Phase II) RT=3.91 min, MH+ 431]. The reactants are C(C1=CC=CC=C1)OC1CC(C1)(C(=O)OCCC(C)C)C1CC(NC1)=O (4-[1-benzyloxy-3-(isoamyloxycarbonyl)cyclobutan-3-yl]-2-pyrrolidone), O.C1(=CC=C(C=C1)S(=O)(=O)O)C (p-toluenesulfonic acid monohydrate), [OH-].[Na+] (sodium hydroxide), [H-].[Na+] (sodium hydride), C(C1=CC=CC=C1)Cl (benzyl chloride). Solvent: CN(C=O)C (dimethylformamide), O1CCCC1 (tetrahydrofuran), C(C)O (ethanol). Yields the product C(C1=CC=CC=C1)N1C(CC(C1)C1(CC(C1)OCC1=CC=CC=C1)C(=O)OCC)=O (1-Benzyl-4-[1-benzyloxy-3-(ethoxycarbonyl)cyclobutan-3-yl]-2-pyrrolidone). Reaction SMILES: [CH2:1]([O:8][CH:9]1[CH2:12][C:11]([CH:21]2[CH2:25][NH:24][C:23](=[O:26])[CH2:22]2)([C:13]([O:15][CH2:16][CH2:17]C(C)C)=[O:14])[CH2:10]1)[C:2]1[CH:7]=[CH:6][CH:5]=[CH:4][CH:3]=1.[H-].[Na+].[CH2:29](Cl)[C:30]1[CH:35]=[CH:34][CH:33]=[CH:32][CH:31]=1.[OH-].[Na+].O.C1(C)C=CC(S(O)(=O)=O)=CC=1>C(O)C.O1CCCC1.CN(C)C=O>[CH2:29]([N:24]1[CH2:25][CH:21]([C:11]2([C:13]([O:15][CH2:16][CH3:17])=[O:14])[CH2:12][CH:9]([O:8][CH2:1][C:2]3[CH:7]=[CH:6][CH:5]=[CH:4][CH:3]=3)[CH2:10]2)[CH2:22][C:23]1=[O:26])[C:30]1[CH:35]=[CH:34][CH:33]=[CH:32][CH:31]=1 |f:1.2,4.5,6.7|. Procedure details: A 6.51 g (19.5 mmol) portion of crude 4-[1-benzyloxy-3-(isoamyloxycarbonyl)cyclobutan-3-yl]-2-pyrrolidone was dissolved in a mixed solvent consisting of 45 ml of dimethylformamide and 45 ml of tetrahydrofuran, and to the resulting solution which was cooled in an ice bath and stirred was subsequently added 935 mg (23.4 mmol) of 60% oily sodium hydride gradually. After 10 minutes of stirring, the reaction mixture was further stirred at room temperature for 1 hour and then, while cooling in an ice ... Reactants: CCOC(C)n1cc(-c2ncnc3c2ccn3COC(=O)C(C)(C)C)cn1, COC(C)(C)C, Cl, [Na+], C1CCOC1, [OH-]. Yields the product CC(C)(C)C(=O)OCn1ccc2c(-c3cn[nH]c3)ncnc21. As a reaction SMILES: [C:1]([C:2]([CH3:3])([CH3:4])[CH3:5])(=[O:6])[O:7][CH2:8][n:9]1[cH:10][cH:11][c:12]2[c:13]1[n:14][cH:15][n:16][c:17]2-[c:18]1[cH:19][n:20][n:21]([CH:23]([O:24][CH2:25][CH3:26])[CH3:27])[cH:22]1.[C:36]([O:37][CH3:38])([CH3:39])([CH3:40])[CH3:41].[ClH:33].[Na+:35].[O:28]1[CH2:29][CH2:30][CH2:31][CH2:32]1.[OH-:34]>>[C:1]([C:2]([CH3:3])([CH3:4])[CH3:5])(=[O:6])[O:7][CH2:8][n:9]1[cH:10][cH:11][c:12]2[c:13]1[n:14][cH:15][n:16][c:17]2-[c:18]1[cH:19][n:20][nH:21][cH:22]1.